From a dataset of the Open Reaction Database (ORD), a public repository of structured organic reaction records. describe an organic reaction: reactants, conditions, products, and yield Starting materials: C(C)(C)(C)C1=C(C(=CC(=C1)C=CC1=C(C=CC=C1)[N+](=O)[O-])C(C)(C)C)O (2,6-di-tert-butyl-4-(2-nitrostyryl)phenol). Reagents/catalysts: [C].[Pd] (palladium carbon). The solvent is C(C)O (ethanol). Reaction conditions: time 3 hour. Yields the product NC1=C(CCC2=CC(=C(C(=C2)C(C)(C)C)O)C(C)(C)C)C=CC=C1 (4-(2-aminophenethyl)-2,6-di-tert-butylphenol). The yield is 199.1%. RXN SMILES: [C:1]([C:5]1[CH:10]=[C:9]([CH:11]=[CH:12][C:13]2[CH:18]=[CH:17][CH:16]=[CH:15][C:14]=2[N+:19]([O-])=O)[CH:8]=[C:7]([C:22]([CH3:25])([CH3:24])[CH3:23])[C:6]=1[OH:26])([CH3:4])([CH3:3])[CH3:2]>C(O)C.[C].[Pd]>[NH2:19][C:14]1[CH:15]=[CH:16][CH:17]=[CH:18][C:13]=1[CH2:12][CH2:11][C:9]1[CH:10]=[C:5]([C:1]([CH3:4])([CH3:2])[CH3:3])[C:6]([OH:26])=[C:7]([C:22]([CH3:24])([CH3:23])[CH3:25])[CH:8]=1 |f:2.3|. Procedure: To a suspension of 2,6-di-tert-butyl-4-(2-nitrostyryl)phenol (16.4 g, 23.3 mmol) in ethanol (150 ml) was added a catalytic amount of 10% palladium carbon and the suspension was subjected to catalytic reduction at room temperature at 1-2.5 atms for 8 hrs and at 40° C. for 3 hrs. After filtering the catalyst, distilling off the solvent gave 4-(2-aminophenethyl)-2,6-di-tert-butylphenol (15.1 g, 100%) as a viscous oil.